From a dataset of the Open Reaction Database (ORD), a public repository of structured organic reaction records. describe an organic reaction: reactants, conditions, products, and yield Reactants: OC1=C(C=O)C=CC=C1OC(C(C)(C)C)=O (2-hydroxy-3-pivaloyloxybenzaldehyde), C(=O)([O-])[O-].[Na+].[Na+] (Na2CO3), BrCC1=CC=C(C(=O)OC)C=C1 (methyl 4-bromomethylbenzoate). The solvent is CN(C)C=O (DMF). Run at time 60 hour. The product is C(=O)C1=C(OCC2=CC=C(C(=O)OC)C=C2)C(=CC=C1)OC(C(C)(C)C)=O (methyl 4-(2-formyl-6-pivaloyloxy-phenoxymethyl)benzoate). As a reaction SMILES: [OH:1][C:2]1[C:9]([O:10][C:11](=[O:16])[C:12]([CH3:15])([CH3:14])[CH3:13])=[CH:8][CH:7]=[CH:6][C:3]=1[CH:4]=[O:5].C([O-])([O-])=O.[Na+].[Na+].Br[CH2:24][C:25]1[CH:34]=[CH:33][C:28]([C:29]([O:31][CH3:32])=[O:30])=[CH:27][CH:26]=1>CN(C=O)C>[CH:4]([C:3]1[CH:6]=[CH:7][CH:8]=[C:9]([O:10][C:11](=[O:16])[C:12]([CH3:13])([CH3:15])[CH3:14])[C:2]=1[O:1][CH2:24][C:25]1[CH:34]=[CH:33][C:28]([C:29]([O:31][CH3:32])=[O:30])=[CH:27][CH:26]=1)=[O:5] |f:1.2.3|. Procedure details: To a solution of 2-hydroxy-3-pivaloyloxybenzaldehyde (1.0 g, 4.5 mmole) in DMF (5 ml) was added Na2CO3 (0.859 g, 8.10 mmol) and methyl 4-bromomethylbenzoate (1.13 g, 4.93 mmol). The reaction was stirred at ambient temperature for 60 hours then partitioned between ethyl acetate/H2O. The organic phase was washed with water (x1) dried (MgSO4) and evaporated to give methyl 4-(2-formyl-6-pivaloyloxy-phenoxymethyl)benzoate as a product which was used in subsequent steps without further purification.